Task: describe an organic reaction: reactants, conditions, products, and yield. Dataset: the Open Reaction Database (ORD), a public repository of structured organic reaction records Starting materials: C1(CCCCC1)N(C(NC=1SC(=CN1)SCC(=O)O)=O)CCC1=CC=CC=C1 ([2-(3-cyclohexyl-3-phenethyl-ureido)-thiazol-5-ylsulfanyl]-acetic acid), 4-trans-methyl-cyclohexylamine hydrochloride, CC(=CC=O)C (3-methyl-but-2-enal), Cl (hydrochloride), CCN(C(C)C)C(C)C (DIPEA). The solvent is C(C)OC(C)=O (acetic acid ethyl ester). Yields the product CC(=CCN(C(NC=1SC(=CN1)SCC(=O)O)=O)[C@@H]1CC[C@H](CC1)C)C ({2-[3-(3-Methyl-but-2-enyl)-3-(trans-4-methyl-cyclohexyl)-ureido]-thiazol-5-ylsulfanyl}-acetic acid). Reaction SMILES: [CH:1]1([N:7]([CH2:21][CH2:22][C:23]2[CH:28]=CC=C[CH:24]=2)[C:8](=[O:20])[NH:9][C:10]2[S:11][C:12]([S:15][CH2:16][C:17]([OH:19])=[O:18])=[CH:13][N:14]=2)[CH2:6][CH2:5][CH2:4][CH2:3][CH2:2]1.[CH3:29]C(C)=CC=O.Cl.CCN(C(C)C)C(C)C>C(OC(=O)C)C>[CH3:28][C:23]([CH3:24])=[CH:22][CH2:21][N:7]([C@H:1]1[CH2:2][CH2:3][C@H:4]([CH3:29])[CH2:5][CH2:6]1)[C:8](=[O:20])[NH:9][C:10]1[S:11][C:12]([S:15][CH2:16][C:17]([OH:19])=[O:18])=[CH:13][N:14]=1. Reported procedure: Prepared as described for the synthesis of [2-(3-cyclohexyl-3-phenethyl-ureido)-thiazol-5-ylsulfanyl]-acetic acid, from 4-trans-methyl-cyclohexylamine hydrochloride, 3-methyl-but-2-enal and 2-amino-thiazol-5-ylsulfanyl)-acetic acid ethyl ester. The hydrochloride was added one equivalent DIPEA prior to the reaction. Reactants: solids, C=CC1=CC=CC=C1 (styrene), CC(=C)C(=O)OCCO (HEMA). Run in C1CCOC1 (THF). Run at time 40 hour. The product is C=CC1=CC=CC=C1.CC(=C)C(=O)OCCO (STY HEMA). Reaction SMILES: [CH2:1]=[CH:2][C:3]1[CH:8]=[CH:7][CH:6]=[CH:5][CH:4]=1.[CH3:9][C:10]([C:12]([O:14][CH2:15][CH2:16][OH:17])=[O:13])=[CH2:11]>C1COCC1>[CH2:1]=[CH:2][C:3]1[CH:8]=[CH:7][CH:6]=[CH:5][CH:4]=1.[CH3:11][C:10]([C:12]([O:14][CH2:15][CH2:16][OH:17])=[O:13])=[CH2:9] |f:3.4|. Procedure details: The procedure of Example 5 was repeated. The charges of the components were as follows: CSHPU (125.0 g, 20% solids in THF), styrene (STY) (44.0 g), and HEMA (5.44 g). The solution was photolyzed for about 40 hours in order to obtain 80-85% conversion. DSC, GPC, OH equivalent weight, and other pertinent results obtained from the evaluation of the C$HPU/STY/HEMA copolymer obtained are given in Table I. The copolymer obtained was combined with CB-601 isocyanate curing agent and coated according to ... Starting materials: Cc1c(F)c(N2CC(C)C(NC(=O)OC(C)(C)C)C2)c(F)c2c1c(=O)c(C(=O)O)cn2C1CC1, CCO, Cl. Yields the product Cl, Cc1c(F)c(N2CC(C)C(N)C2)c(F)c2c1c(=O)c(C(=O)O)cn2C1CC1. As a reaction SMILES: [C:1]([O:2][C:3](=[O:4])[NH:8][CH:9]1[CH2:10][N:11]([c:15]2[c:16]([F:34])[c:17]([CH3:33])[c:18]3[c:19](=[O:32])[c:20]([C:29](=[O:30])[OH:31])[cH:21][n:22]([CH:26]4[CH2:27][CH2:28]4)[c:23]3[c:24]2[F:25])[CH2:12][CH:13]1[CH3:14])([CH3:5])([CH3:6])[CH3:7].[CH3:36][CH2:37][OH:38].[ClH:35]>>[ClH:35].[NH2:8][CH:9]1[CH2:10][N:11]([c:15]2[c:16]([F:34])[c:17]([CH3:33])[c:18]3[c:19](=[O:32])[c:20]([C:29](=[O:30])[OH:31])[cH:21][n:22]([CH:26]4[CH2:27][CH2:28]4)[c:23]3[c:24]2[F:25])[CH2:12][CH:13]1[CH3:14]. The reactants are COC1=C(CN(S(=O)(=O)C=2SC=CC2)CC2=C3C(=NC=C2)NC(=C3)C3=CN(C2=CC(=C(C=C32)OC)OC)C)C=CC(=C1)OC (thiophene-2-sulfonic acid (2,4-dimethoxybenzyl)[2-(5,6-dimethoxy-1-methyl-1H-indol-3-yl)-1H-pyrrolo[2,3-b]pyrid-4-ylmethyl]amide), C1(=CC=C(C=C1)S(=O)(=O)O)C (para-toluenesulfonic acid). Product: COC=1C=C2C(=CN(C2=CC1OC)C)C1=CC=2C(=NC=CC2CNS(=O)(=O)C=2SC=CC2)N1 (thiophene-2-sulfonic acid [2-(5,6-dimethoxy-1-methyl-1H-indol-3-yl)-1H-pyrrolo[2,3-b]pyrid-4-ylmethyl]amide). Isolated yield 32.8%. Reaction SMILES: COC1C=C(OC)C=CC=1C[N:6]([CH2:15][C:16]1[CH:21]=[CH:20][N:19]=[C:18]2[NH:22][C:23]([C:25]3[C:33]4[C:28](=[CH:29][C:30]([O:36][CH3:37])=[C:31]([O:34][CH3:35])[CH:32]=4)[N:27]([CH3:38])[CH:26]=3)=[CH:24][C:17]=12)[S:7]([C:10]1[S:11][CH:12]=[CH:13][CH:14]=1)(=[O:9])=[O:8].C1(C)C=CC(S(O)(=O)=O)=CC=1>>[CH3:35][O:34][C:31]1[CH:32]=[C:33]2[C:28](=[CH:29][C:30]=1[O:36][CH3:37])[N:27]([CH3:38])[CH:26]=[C:25]2[C:23]1[NH:22][C:18]2=[N:19][CH:20]=[CH:21][C:16]([CH2:15][NH:6][S:7]([C:10]3[S:11][CH:12]=[CH:13][CH:14]=3)(=[O:9])=[O:8])=[C:17]2[CH:24]=1. Procedure: Thiophene-2-sulfonic acid [2-(5,6-dimethoxy-1-methyl-1H-indol-3-yl)-1H-pyrrolo[2,3-b]pyrid-4-ylmethyl]amide is prepared as described in Example 210 starting with 0.1 g of thiophene-2-sulfonic acid (2,4-dimethoxybenzyl)[2-(5,6-dimethoxy-1-methyl-1H-indol-3-yl)-1H-pyrrolo[2,3-b]pyrid-4-ylmethyl]amide instead of the N-(2,4-dimethoxybenzyl)-N-[2-(5,6-dimethoxy-1-methyl-1H-indol-3-yl)-1H-pyrrolo[2,3-b]pyrid-4-ylmethyl]-4-trifluoromethoxybenzenesulfonamide used in Example 210 and 0.110 g of para-tolue... Starting materials: OCC1=C(C=CC=C1)C1=C(C2=CC=C(C=C2C=C1)OC)C(O)C1=CC=C(C=C1)OCCN1CCCCC1 ([2-(2-hydroxymethyl-phenyl)-6-methoxy-naphthalen-1-yl]-[4-(2-piperidin-1-yl-ethoxy)-phenyl]-methanol). The reagents and catalysts are Cl (HCl). The solvent is C1CCOC1 (THF), O (water). Run at time 24 hour. The product is COC1=CC2=CC=C3C(=C2C=C1)C(OCC1=C3C=CC=C1)C1=CC=C(OCCN3CCCCC3)C=C1 (1-{2-[4-(8-methoxy-11,13-dihydro-12-oxa-benzo[3,4]cyclohepta[1,2-a]naphthalen-11-yl)-phenoxy]-ethyl}-piperidine). Isolated yield 64.0%. As a reaction SMILES: O[CH2:2][C:3]1[CH:8]=[CH:7][CH:6]=[CH:5][C:4]=1[C:9]1[CH:18]=[CH:17][C:16]2[C:11](=[CH:12][CH:13]=[C:14]([O:19][CH3:20])[CH:15]=2)[C:10]=1[CH:21]([C:23]1[CH:28]=[CH:27][C:26]([O:29][CH2:30][CH2:31][N:32]2[CH2:37][CH2:36][CH2:35][CH2:34][CH2:33]2)=[CH:25][CH:24]=1)[OH:22]>Cl.C1COCC1.O>[CH3:20][O:19][C:14]1[CH:13]=[CH:12][C:11]2[C:16](=[CH:17][CH:18]=[C:9]3[C:4]4[CH:5]=[CH:6][CH:7]=[CH:8][C:3]=4[CH2:2][O:22][CH:21]([C:23]4[CH:24]=[CH:25][C:26]([O:29][CH2:30][CH2:31][N:32]5[CH2:33][CH2:34][CH2:35][CH2:36][CH2:37]5)=[CH:27][CH:28]=4)[C:10]3=2)[CH:15]=1. Procedure: Add several drops of HCl (5M) to a stirred solution of crude [2-(2-hydroxymethyl-phenyl)-6-methoxy-naphthalen-1-yl]-[4-(2-piperidin-1-yl-ethoxy)-phenyl]-methanol in THF (5 mL) and water (0.5 mL). Stir at r.t. for 24 h. Quench with aq. NaHCO3 and dilute with CH2Cl2. Wash the organic phase with water and brine, dry over MgSO4, filter and concentrate. Purify the crude product by flash chromatography (0-5% (2M NH3/MeOH) in CH2Cl2) to yield 1-{2-[4-(8-methoxy-11,13-dihydro-12-oxa-benzo[3,4]cyclohepta... The reactants are C(C)(C)[Mg]Cl (iso-propylmagnesium chloride), C(C)OC(=O)C=1C(=NOC1C1=C(C=CC=C1)Cl)COC1OCCCC1 (5-(2-chloro-phenyl)-3-(tetrahydro-pyran-2-yloxymethyl)-isoxazole-4-carboxylic acid ethyl ester), Cl.CNOC (N,O-dimethylhydroxylamine hydrochloride). Solvent: C1CCOC1 (THF). Yields the product CON(C(=O)C=1C(=NOC1C1=C(C=CC=C1)Cl)COC1OCCCC1)C (5-(2-chloro-phenyl)-3-(tetrahydro-pyran-2-yloxymethyl)-isoxazole-4-carboxylic acid methoxy-N-methyl-amide). The yield is 14.8%. Reaction SMILES: C([Mg]Cl)(C)C.C(O[C:9]([C:11]1[C:12]([CH2:23][O:24][CH:25]2[CH2:30][CH2:29][CH2:28][CH2:27][O:26]2)=[N:13][O:14][C:15]=1[C:16]1[CH:21]=[CH:20][CH:19]=[CH:18][C:17]=1[Cl:22])=[O:10])C.Cl.[CH3:32][NH:33][O:34][CH3:35]>C1COCC1>[CH3:35][O:34][N:33]([CH3:32])[C:9]([C:11]1[C:12]([CH2:23][O:24][CH:25]2[CH2:30][CH2:29][CH2:28][CH2:27][O:26]2)=[N:13][O:14][C:15]=1[C:16]1[CH:21]=[CH:20][CH:19]=[CH:18][C:17]=1[Cl:22])=[O:10] |f:2.3|. Reported procedure: Add 2M iso-propylmagnesium chloride (717 mL, 1.4 mol) to a −10° C. solution of 5-(2-chloro-phenyl)-3-(tetrahydro-pyran-2-yloxymethyl)-isoxazole-4-carboxylic acid ethyl ester (175 g, 478 mmol) and N,O-dimethylhydroxylamine hydrochloride (56 g, 574 mmol) in THF (2 L). Stir the reaction for 45 min. and then slowly quench with a 1:1 mixture of sat. NH4Cl and water (750 mL). Extract the mixture with EtOAc (3×500 mL). Wash the organic phase with brine (1000 mL), dry over Na2SO4, filter, and concentrat...